From a dataset of the Open Reaction Database (ORD), a public repository of structured organic reaction records. describe an organic reaction: reactants, conditions, products, and yield Starting materials: O1CCOC2=C1C=CC=C2N2CCNCC2 (1-(1,4-benzodioxan-5-yl)-piperazine), ClCCCN1C(N(CC1)C1=CC=CC=C1)=O (1-(3-chloro-1-propyl)-3-phenyl-2-imidazolidinone), C([O-])([O-])=O.[K+].[K+] (potassium carbonate), [I-].[K+] (potassium iodide). Run in C(C(C)C)C(=O)C (methyl isobutyl ketone). Product: Cl.O1CCOC2=C1C=CC=C2N2CCN(CC2)CCCN2C(N(CC2)C2=CC=CC=C2)=O (1-[3-[4-(1,4--Benzodioxan-5-yl)-1-piperazinyl]-1-propyl]-3-phenyl-2-imidazolidinone, hydrochloride). Reaction SMILES: [O:1]1[C:6]2[CH:7]=[CH:8][CH:9]=[C:10]([N:11]3[CH2:16][CH2:15][NH:14][CH2:13][CH2:12]3)[C:5]=2[O:4][CH2:3][CH2:2]1.[Cl:17][CH2:18][CH2:19][CH2:20][N:21]1[CH2:25][CH2:24][N:23]([C:26]2[CH:31]=[CH:30][CH:29]=[CH:28][CH:27]=2)[C:22]1=[O:32].C(=O)([O-])[O-].[K+].[K+].[I-].[K+]>C(C(C)=O)C(C)C>[ClH:17].[O:1]1[C:6]2[CH:7]=[CH:8][CH:9]=[C:10]([N:11]3[CH2:16][CH2:15][N:14]([CH2:18][CH2:19][CH2:20][N:21]4[CH2:25][CH2:24][N:23]([C:26]5[CH:31]=[CH:30][CH:29]=[CH:28][CH:27]=5)[C:22]4=[O:32])[CH2:13][CH2:12]3)[C:5]=2[O:4][CH2:3][CH2:2]1 |f:2.3.4,5.6,8.9|. Reported procedure: A mixture of 1-(1,4-benzodioxan-5-yl)-piperazine (1.5 g), 1-(3-chloro-1-propyl)-3-phenyl-2-imidazolidinone (1.4 g), potassium carbonate (3 g), and potassium iodide (0.1 g) in methyl isobutyl ketone was refluxed for 20 h. Filtration and removal of solvent in vacuo gave a viscous oil which was separated by column chromatography (silica gel, eluent: ethyl acetate/methanol/triethylamine=15:4:1). The title compound was isolated as an oil which crystallized as the hydrochloride salt from acetone by ad... The reactants are C(C1=CC=CC=C1)OC=1C=C2C=C(N(C2=CC1)C(C)C)C(=O)O (5-benzyloxy-1-isopropyl-1H-indole-2-carboxylic acid). Reagents/catalysts: [Pd] (palladium on activated charcoal). The solvent is C(C)(=O)OCC (ethyl acetate), C(C)O (ethanol). Yields the product OC=1C=C2C=C(N(C2=CC1)C(C)C)C(=O)O (5-Hydroxy-1-isopropyl-1H-indole-2-carboxylic acid). Reaction SMILES: C([O:8][C:9]1[CH:10]=[C:11]2[C:15](=[CH:16][CH:17]=1)[N:14]([CH:18]([CH3:20])[CH3:19])[C:13]([C:21]([OH:23])=[O:22])=[CH:12]2)C1C=CC=CC=1>[Pd].C(OCC)(=O)C.C(O)C>[OH:8][C:9]1[CH:10]=[C:11]2[C:15](=[CH:16][CH:17]=1)[N:14]([CH:18]([CH3:20])[CH3:19])[C:13]([C:21]([OH:23])=[O:22])=[CH:12]2. Reported procedure: A mixture of 5-benzyloxy-1-isopropyl-1H-indole-2-carboxylic acid (41.6 g, 1.0 eq.) and palladium on activated charcoal (10% m:m, 4.3 g, 0.03 eq.) in ethyl acetate (330 mL) and ethanol (235 mL) was flushed with hydrogen, then vigorously stirred for 2 h30 at room temperature. The resulting back suspension was filtered through a dicalite pad. The pad was washed with a mixture of ethyl acetate and ethanol then the liquor was evaporated in vacuo to yield 26.3 g (quant.) of the desired product as off-...